Dataset: the Open Reaction Database (ORD), a public repository of structured organic reaction records. Task: describe an organic reaction: reactants, conditions, products, and yield Reported procedure: In a manner similar to that of Example 1(m), starting with 6.8 g (23 mmol) of 1-[4-(tert-butyldimethylsilanyloxy)-3-ethylphenyl]propan-1-one in 50 ml of THF, 4.1 g (100%) of the expected product are obtained in the form of a beige-colored oil. The product is C(C)C=1C=C(C=CC1O)C(CC)=O (1-(3-Ethyl-4-hydroxyphenyl)propan-1-one). Yield: 100.0%. The solvent is C1CCOC1 (THF). As a reaction SMILES: [Si]([O:8][C:9]1[CH:14]=[CH:13][C:12]([C:15](=[O:18])[CH2:16][CH3:17])=[CH:11][C:10]=1[CH2:19][CH3:20])(C(C)(C)C)(C)C>C1COCC1>[CH2:19]([C:10]1[CH:11]=[C:12]([C:15](=[O:18])[CH2:16][CH3:17])[CH:13]=[CH:14][C:9]=1[OH:8])[CH3:20]. Reactants: [Si](C)(C)(C(C)(C)C)OC1=C(C=C(C=C1)C(CC)=O)CC (1-[4-(tert-butyldimethylsilanyloxy)-3-ethylphenyl]propan-1-one). Starting materials: NC(=O)CBr, CC(C)(C)C1C(O)=C(C2=NS(=O)(=O)c3c(O)cccc32)C(=O)N1Cc1ccc(F)cc1, CC(C)=O, [K+], [K+], O=C([O-])[O-]. Product: CC(C)(C)C1C(O)=C(C2=NS(=O)(=O)c3ccccc32)C(=O)N1Cc1ccc(F)cc1. As a reaction SMILES: [Br:38][CH2:39][C:40]([NH2:41])=[O:42].[C:1]([CH3:2])([CH3:3])([CH3:4])[CH:5]1[C:6]([OH:31])=[C:7]([C:19]2=[N:20][S:21](=[O:29])(=[O:30])[c:22]3[c:23]2[cH:24][cH:25][cH:26][c:27]3[OH:28])[C:8](=[O:18])[N:9]1[CH2:10][c:11]1[cH:12][cH:13][c:14]([F:17])[cH:15][cH:16]1.[CH3:43][C:44](=[O:45])[CH3:46].[K+:32].[K+:33].[O-:34][C:35]([O-:36])=[O:37]>>[C:1]([CH3:2])([CH3:3])([CH3:4])[CH:5]1[C:6]([OH:31])=[C:7]([C:19]2=[N:20][S:21](=[O:29])(=[O:30])[c:22]3[c:23]2[cH:24][cH:25][cH:26][cH:27]3)[C:8](=[O:18])[N:9]1[CH2:10][c:11]1[cH:12][cH:13][c:14]([F:17])[cH:15][cH:16]1. Reactants: C(CCC)OC1=C(C=CC(=C1)CCl)C1=C(C=CC(=C1)OC)F (2-(Butyloxy)-4-(chloromethyl)-2′-fluoro-5′-(methyloxy)-1,1′-biphenyl), ( R ), OC1=CC=C2CC[C@H](C2=C1)CC(=O)OC ((S)-methyl 2-(6-hydroxy-2,3-dihydro-1H-inden-1-yl)acetate), C([O-])([O-])=O.[Cs+].[Cs+] (cesium carbonate). Solvent: O (water), CN(C)C=O (DMF). Conditions: time 8 hour. Yields the product C(CCC)OC1=C(C=CC(=C1)COC1=CC=C2CC[C@@H](C2=C1)CC(=O)OC)C1=C(C=CC(=C1)OC)F (methyl ((1R)-6-(((2-(butyloxy)-2′-fluoro-5′-(methyloxy)-1,1′-biphenyl-4-yl)methyl)oxy)-2,3-dihydro-1H-inden-1-yl)acetate), C(CCC)OC1=C(C=CC(=C1)COC1=CC=C2CC[C@H](C2=C1)CC(=O)OC)C1=C(C=CC(=C1)OC)F (methyl ((1S)-6-(((2-(butyloxy)-2′-fluoro-5′-(methyloxy)-1,1′-biphenyl-4-yl)methyl)oxy)-2,3-dihydro-1H-inden-1-yl)acetate). RXN SMILES: [OH:1][C:2]1[CH:10]=[C:9]2[C:5]([CH2:6][CH2:7][C@H:8]2[CH2:11][C:12]([O:14][CH3:15])=[O:13])=[CH:4][CH:3]=1.C(=O)([O-])[O-].[Cs+].[Cs+].[CH2:22]([O:26][C:27]1[CH:32]=[C:31]([CH2:33]Cl)[CH:30]=[CH:29][C:28]=1[C:35]1[CH:40]=[C:39]([O:41][CH3:42])[CH:38]=[CH:37][C:36]=1[F:43])[CH2:23][CH2:24][CH3:25]>CN(C=O)C.O>[CH2:22]([O:26][C:27]1[CH:32]=[C:31]([CH2:33][O:1][C:2]2[CH:10]=[C:9]3[C:5]([CH2:6][CH2:7][C@@H:8]3[CH2:11][C:12]([O:14][CH3:15])=[O:13])=[CH:4][CH:3]=2)[CH:30]=[CH:29][C:28]=1[C:35]1[CH:40]=[C:39]([O:41][CH3:42])[CH:38]=[CH:37][C:36]=1[F:43])[CH2:23][CH2:24][CH3:25].[CH2:22]([O:26][C:27]1[CH:32]=[C:31]([CH2:33][O:1][C:2]2[CH:10]=[C:9]3[C:5]([CH2:6][CH2:7][C@H:8]3[CH2:11][C:12]([O:14][CH3:15])=[O:13])=[CH:4][CH:3]=2)[CH:30]=[CH:29][C:28]=1[C:35]1[CH:40]=[C:39]([O:41][CH3:42])[CH:38]=[CH:37][C:36]=1[F:43])[CH2:23][CH2:24][CH3:25] |f:1.2.3|. Procedure: To flask containing (R) or (S)-methyl 2-(6-hydroxy-2,3-dihydro-1H-inden-1-yl)acetate (1.5) (0.0100 g, 0.0485 mmol) and cesium carbonate (0.0205 g, 0.0630 mmol) in DMF (1 mL) was added 2-(butyloxy)-4-(chloromethyl)-2′-fluoro-5′-(methyloxy)-1,1′-biphenyl (D) (0.0188 g, 0.0582 mmol). The reaction was then stirred overnight, diluted with water, and extracted with EtOAc. The combined organic layers were washed with brine, dried over anhydrous Na2SO4, filtered, concentrated, and then purified by silic... Procedure details: 28.2 g of 2-amino-4-chloro-5-nitrophenol was refluxed in 150 ml of acetonitrile and a solution containing 52.7 g of 2-dodecanesulfonamidobenzoyl chloride obtained in Step (i) above dissolved in 50 ml of acetonitrile was added to the mixture. After refluxing for 4 hours, the reaction mixture was cooled to deposit the crystals. The crystals were collected by filtration, washed with acetonitrile, and dried to yield 56 g thereof. The crystals were refluxed with stirring for 1 hour together with 60 g... Yields the product NC=1C(=CC(=C(C1)O)NC(C1=C(C=CC=C1)NS(=O)(=O)CCCCCCCCCCCC)=O)Cl (5-Amino-4-chloro-2-(2-dodecanesulfonamidobenzoylamino)phenol). Solvent: C(C)#N (acetonitrile), C(C)(C)O (isopropanol), C(C)#N (acetonitrile). RXN SMILES: [NH2:1][C:2]1[CH:7]=[C:6]([Cl:8])[C:5]([N+:9]([O-])=O)=[CH:4][C:3]=1[OH:12].[CH2:13]([S:25]([NH:28][C:29]1[CH:37]=[CH:36][CH:35]=[CH:34][C:30]=1[C:31](Cl)=[O:32])(=[O:27])=[O:26])[CH2:14][CH2:15][CH2:16][CH2:17][CH2:18][CH2:19][CH2:20][CH2:21][CH2:22][CH2:23][CH3:24].[Cl-].[NH4+].O>C(#N)C.C(O)(C)C>[NH2:9][C:5]1[C:6]([Cl:8])=[CH:7][C:2]([NH:1][C:31](=[O:32])[C:30]2[CH:34]=[CH:35][CH:36]=[CH:37][C:29]=2[NH:28][S:25]([CH2:13][CH2:14][CH2:15][CH2:16][CH2:17][CH2:18][CH2:19][CH2:20][CH2:21][CH2:22][CH2:23][CH3:24])(=[O:27])=[O:26])=[C:3]([OH:12])[CH:4]=1 |f:2.3|. Reactants: NC1=C(C=C(C(=C1)Cl)[N+](=O)[O-])O (2-amino-4-chloro-5-nitrophenol), C(CCCCCCCCCCC)S(=O)(=O)NC1=C(C(=O)Cl)C=CC=C1 (2-Dodecanesulfonamidobenzoyl chloride), reduced iron, [Cl-].[NH4+] (ammonium chloride), O (water). Reactants: COC(=O)c1ccc(S(=O)(=O)Cl)cc1, CCOC(C)=O, c1ccc2c(C3CC3)c[nH]c2c1, CN(C)C=O. Product: COC(=O)c1ccc(S(=O)(=O)n2cc(C3CC3)c3ccccc32)cc1. RXN SMILES: [CH3:13][O:14][C:15]([c:16]1[cH:17][cH:18][c:19]([S:22](=[O:23])(=[O:24])[Cl:25])[cH:20][cH:21]1)=[O:26].[CH3:32][CH2:33][O:34][C:35]([CH3:36])=[O:37].[CH:1]1([c:4]2[cH:5][nH:6][c:7]3[cH:8][cH:9][cH:10][cH:11][c:12]23)[CH2:2][CH2:3]1.[O:27]=[CH:28][N:29]([CH3:30])[CH3:31]>>[CH:1]1([c:4]2[cH:5][n:6]([S:22]([c:19]3[cH:18][cH:17][c:16]([C:15]([O:14][CH3:13])=[O:26])[cH:21][cH:20]3)(=[O:23])=[O:24])[c:7]3[cH:8][cH:9][cH:10][cH:11][c:12]23)[CH2:2][CH2:3]1. Starting materials: O1CCN(CC1)CCC=O (3-morpholinopropionaldehyde), NCCCN1CCOCC1 (aminopropylmorpholine). Reagents/catalysts: [Ni] (Raney nickel). Run in O1CCOCC1 (dioxane). Yields the product O1CCN(CC1)CCCN(CCCN1CCOCC1)CCCN1CCOCC1 (Tris-(morpholinopropyl)-amine). RXN SMILES: [O:1]1[CH2:6][CH2:5][N:4]([CH2:7][CH2:8][CH:9]=O)[CH2:3][CH2:2]1.[NH2:11][CH2:12][CH2:13][CH2:14][N:15]1[CH2:20][CH2:19][O:18][CH2:17][CH2:16]1>O1CCOCC1.[Ni]>[O:18]1[CH2:19][CH2:20][N:15]([CH2:14][CH2:13][CH2:12][N:11]([CH2:9][CH2:8][CH2:7][N:4]2[CH2:3][CH2:2][O:1][CH2:6][CH2:5]2)[CH2:9][CH2:8][CH2:7][N:4]2[CH2:5][CH2:6][O:1][CH2:2][CH2:3]2)[CH2:16][CH2:17]1. Reported procedure: 143 g (1 mol) of 3-morpholinopropionaldehyde in 143 g of dioxane are pumped into 72 g (0.5 mol) of aminopropylmorpholine and 30 g of Raney nickel at 120° C. and hydrogenated at 180 bar.